From a dataset of the Open Reaction Database (ORD), a public repository of structured organic reaction records. describe an organic reaction: reactants, conditions, products, and yield The reactants are ClC1=C(C(=CC=C1)Cl)N1N=C(C=C1C1=C(C=C(C=O)C=C1)C)C(C)(C)O (4-(1-(2,6-dichlorophenyl)-3-(2-hydroxypropan-2-yl)-1H-pyrazol-5-yl)-3-methylbenzaldehyde), COP(=O)(OC)CC=1C=C(C(=O)OC)C=CC1 (methyl 3-((dimethoxyphosphoryl)methyl)benzoate), [H-].[Na+] (NaH). Run in C1CCOC1 (THF), C1CCOC1 (THF), C1CCOC1 (THF), C1CCOC1 (THF). Run at temperature 0 celsius, time 90 minute. The product is ClC1=C(C(=CC=C1)Cl)N1N=C(C=C1C1=C(C=C(/C=C/C=2C=C(C(=O)OC)C=CC2)C=C1)C)C(C)(C)O ((E)-methyl 3-(4-(1-(2,6-dichlorophenyl)-3-(2-hydroxypropan-2-yl)-1H-pyrazol-5-yl)-3-methylstyryl)benzoate). Yield: 70.0%. As a reaction SMILES: [H-].[Na+].COP([CH2:9][C:10]1[CH:11]=[C:12]([CH:17]=[CH:18][CH:19]=1)[C:13]([O:15][CH3:16])=[O:14])(OC)=O.[Cl:20][C:21]1[CH:26]=[CH:25][CH:24]=[C:23]([Cl:27])[C:22]=1[N:28]1[C:32]([C:33]2[CH:40]=[CH:39][C:36]([CH:37]=O)=[CH:35][C:34]=2[CH3:41])=[CH:31][C:30]([C:42]([OH:45])([CH3:44])[CH3:43])=[N:29]1>C1COCC1>[Cl:20][C:21]1[CH:26]=[CH:25][CH:24]=[C:23]([Cl:27])[C:22]=1[N:28]1[C:32]([C:33]2[CH:40]=[CH:39][C:36](/[CH:37]=[CH:9]/[C:10]3[CH:11]=[C:12]([CH:17]=[CH:18][CH:19]=3)[C:13]([O:15][CH3:16])=[O:14])=[CH:35][C:34]=2[CH3:41])=[CH:31][C:30]([C:42]([OH:45])([CH3:43])[CH3:44])=[N:29]1 |f:0.1|. Procedure details: To a suspension of NaH (52 mg of a 60% dispersion in mineral oil) in THF (7.5 mL) cooled to 0° C. in an ice bath was added methyl 3-((dimethoxyphosphoryl)methyl)benzoate as a solution in THF (1 mL) followed by a THF (1 mL) rinse of the phosphonate vial and syringe to insure complete transfer. The ice bath was removed and the reaction was allowed to warm to ambient temperature. After 90 minutes at ambient temperature, 4-(1-(2,6-dichlorophenyl)-3-(2-hydroxypropan-2-yl)-1H-pyrazol-5-yl)-3-methylben... The reactants are C[C@H]1C(O[C@@H](C1)C1[N@](C1)S(=O)(=O)C1=C(C=CC=C1)[N+](=O)[O-])=O ((3R,5S)-3-methyl-5-[(S)-1-(2-nitrobenzenesulfonyl)aziridin-2-yl]dihydrofuran-2-one), FC1=C(C(=CC=C1)F)N1C(CNC(C1)(C)C)=O (1-(2,6-difluorophenyl)-5,5-dimethylpiperazin-2-one). Solvent: C1(=CC=CC=C1)C (toluene). Yields the product FC1=C(C(=CC=C1)F)N1CC(N(CC1=O)C[C@@H]([C@H]1OC([C@@H](C1)C)=O)NS(=O)(=O)C1=C(C=CC=C1)[N+](=O)[O-])(C)C (N-{(S)-2-[4-(2,6-Difluorophenyl)-2,2-dimethyl-5-oxopiperazin-1-yl]-1-[(2S,4R)-4-methyl-5-oxotetrahydrofuran-2-yl]ethyl}-2-nitrobenzenesulfonamide). Yield: 98.8%. Reaction SMILES: [CH3:1][C@@H:2]1[CH2:6][C@@H:5]([CH:7]2[CH2:9][N@@:8]2[S:10]([C:13]2[CH:18]=[CH:17][CH:16]=[CH:15][C:14]=2[N+:19]([O-:21])=[O:20])(=[O:12])=[O:11])[O:4][C:3]1=[O:22].[F:23][C:24]1[CH:29]=[CH:28][CH:27]=[C:26]([F:30])[C:25]=1[N:31]1[CH2:36][C:35]([CH3:38])([CH3:37])[NH:34][CH2:33][C:32]1=[O:39]>C1(C)C=CC=CC=1>[F:30][C:26]1[CH:27]=[CH:28][CH:29]=[C:24]([F:23])[C:25]=1[N:31]1[C:32](=[O:39])[CH2:33][N:34]([CH2:9][C@H:7]([NH:8][S:10]([C:13]2[CH:18]=[CH:17][CH:16]=[CH:15][C:14]=2[N+:19]([O-:21])=[O:20])(=[O:12])=[O:11])[C@@H:5]2[CH2:6][C@@H:2]([CH3:1])[C:3](=[O:22])[O:4]2)[C:35]([CH3:38])([CH3:37])[CH2:36]1. Procedure details: A solution of 600 mg of (3R,5S)-3-methyl-5-[(S)-1-(2-nitrobenzenesulfonyl)aziridin-2-yl]dihydrofuran-2-one obtained in Example (76g) (1.84 mmol) and 574 mg of 1-(2,6-difluorophenyl)-5,5-dimethylpiperazin-2-one obtained in Example (60d) (2.40 mmol) in toluene (18 ml) was stirred at 110° C. for two hours. After cooling, the reaction mixture was concentrated under reduced pressure, and the residue was purified by silica gel column chromatography (elution solvent: toluene/acetone=5/1) to obtain 1.03... Product: CCn1c(=O)c(-c2cc(NC(=O)Nc3ccccc3)c(F)cc2C#N)cc2cnc(NC)cc21. As a reaction SMILES: [CH3:26][CH2:27][CH2:28][CH2:29][Li:30].[Cl:40][CH2:41][Cl:42].[NH2:1][c:2]1[cH:3][c:4](-[c:11]2[c:12](=[O:25])[n:13]([CH2:23][CH3:24])[c:14]3[cH:15][c:16]([NH:21][CH3:22])[n:17][cH:18][c:19]3[cH:20]2)[c:5]([C:6]#[N:7])[cH:8][c:9]1[F:10].[O:31]=[C:32]=[N:33][c:34]1[cH:35][cH:36][cH:37][cH:38][cH:39]1>>[NH:1]([c:2]1[cH:3][c:4](-[c:11]2[c:12](=[O:25])[n:13]([CH2:23][CH3:24])[c:14]3[cH:15][c:16]([NH:21][CH3:22])[n:17][cH:18][c:19]3[cH:20]2)[c:5]([C:6]#[N:7])[cH:8][c:9]1[F:10])[C:32](=[O:31])[NH:33][c:34]1[cH:35][cH:36][cH:37][cH:38][cH:39]1. Starting materials: [Li]CCCC, ClCCl, CCn1c(=O)c(-c2cc(N)c(F)cc2C#N)cc2cnc(NC)cc21, O=C=Nc1ccccc1.